From a dataset of the Open Reaction Database (ORD), a public repository of structured organic reaction records. describe an organic reaction: reactants, conditions, products, and yield Reactants: C([O-])([O-])=O.[K+].[K+] (potassium carbonate), BrC1=CC(=C(C=C1)SCCC(=O)N)C(F)(F)F (3-(4-Bromo-2-trifluoromethyl-phenylsulfanyl)-propionamide), CC1=NC=CC(=C1)B1OC(C)(C)C(C)(C)O1 (2-methylpyridine-4-boronic acid pinacol ester), O (water). The reagents and catalysts are C1=CC=C(C=C1)P([C-]2C=CC=C2)C3=CC=CC=C3.C1=CC=C(C=C1)P([C-]2C=CC=C2)C3=CC=CC=C3.Cl[Pd]Cl.[Fe+2] ([1,1′-bis(diphenylphosphino)ferrocene]dichloropalladium(II)). Run in CN(C=O)C (N,N-dimethylformamide). Run at temperature 50 celsius, time 20 hour. The product is CC1=NC=CC(=C1)C1=CC(=C(C=C1)SCCC(=O)N)C(F)(F)F (3-[4-(2-Methyl-pyridin-4-yl)-2-trifluoromethyl-phenylsulfanyl]-propionamide). Yield: 74.0%. As a reaction SMILES: Br[C:2]1[CH:7]=[CH:6][C:5]([S:8][CH2:9][CH2:10][C:11]([NH2:13])=[O:12])=[C:4]([C:14]([F:17])([F:16])[F:15])[CH:3]=1.C(=O)([O-])[O-].[K+].[K+].[CH3:24][C:25]1[CH:30]=[C:29](B2OC(C)(C)C(C)(C)O2)[CH:28]=[CH:27][N:26]=1.O>CN(C)C=O.C1C=CC(P(C2C=CC=CC=2)[C-]2C=CC=C2)=CC=1.C1C=CC(P(C2C=CC=CC=2)[C-]2C=CC=C2)=CC=1.Cl[Pd]Cl.[Fe+2]>[CH3:24][C:25]1[CH:30]=[C:29]([C:2]2[CH:7]=[CH:6][C:5]([S:8][CH2:9][CH2:10][C:11]([NH2:13])=[O:12])=[C:4]([C:14]([F:17])([F:16])[F:15])[CH:3]=2)[CH:28]=[CH:27][N:26]=1 |f:1.2.3,7.8.9.10|. Procedure: 3-(4-Bromo-2-trifluoromethyl-phenylsulfanyl)-propionamide (300 g, 914 mmol) was dissolved in N,N-dimethylformamide (3.0 L) and potassium carbonate (300 g, 2.17 mol). Then, 2-methylpyridine-4-boronic acid pinacol ester (285 g, 1.3 mol) and water (240 mL) were added. The solution was degassed and [1,1′-bis(diphenylphosphino)ferrocene]dichloropalladium(II) (30 g, 41 mmol) was added. The mixture was stirred for 20 h at 50° C. After cooling to room temperature, it was poured onto ice cold water (5° C... Reactants: CN(CCSC=1C2=C(OC3=C(C1)C=CC=C3)C=CC(=C2)SC)C (11-[β-(dimethylamino)ethylthio]-2-(methylthio)dibenz[b,f]oxepin), base, C([O-])([O-])=O.[K+].[K+] (potassium carbonate), C1(=CC=CC=C1)OC(=O)Cl (phenylchloroformate). The solvent is C(Cl)Cl (methylene chloride), C(Cl)Cl (methylene chloride). Conditions: time 24 hour. Product: CN(C(=O)OC1=CC=CC=C1)CCSC=1C2=C(OC3=C(C1)C=CC=C3)C=CC(=C2)SC (11-[β-(N-methyl-N-phenoxycarbonylamino)ethylthio]-2-(methylthio)-dibenz[b,f]oxepin). Reaction SMILES: [CH3:1][N:2](C)[CH2:3][CH2:4][S:5][C:6]1[C:7]2[CH:20]=[C:19]([S:21][CH3:22])[CH:18]=[CH:17][C:8]=2[O:9][C:10]2[CH:16]=[CH:15][CH:14]=[CH:13][C:11]=2[CH:12]=1.C(=O)([O-])[O-].[K+].[K+].[C:30]1([O:36][C:37](Cl)=[O:38])[CH:35]=[CH:34][CH:33]=[CH:32][CH:31]=1>C(Cl)Cl>[CH3:1][N:2]([CH2:3][CH2:4][S:5][C:6]1[C:7]2[CH:20]=[C:19]([S:21][CH3:22])[CH:18]=[CH:17][C:8]=2[O:9][C:10]2[CH:16]=[CH:15][CH:14]=[CH:13][C:11]=2[CH:12]=1)[C:37]([O:36][C:30]1[CH:35]=[CH:34][CH:33]=[CH:32][CH:31]=1)=[O:38] |f:1.2.3|. Reported procedure: To a stirring solution of 11.3 g of 11-[β-(dimethylamino)ethylthio]-2-(methylthio)dibenz[b,f]oxepin, free base of Example 21, and 10.0 g of potassium carbonate in 50 ml of methylene chloride is added dropwise a solution of 5.7 g of phenylchloroformate in 50 ml of methylene chloride. After total addition the reaction mixture is stirred at ambient temperature for 24 hours and then evaporated to dryness. The residue is triturated with ether and the ethereal solution is sequentially washed successiv... RXN SMILES: [Br:31][CH2:32][c:33]1[cH:34][cH:35][cH:36][cH:37][cH:38]1.[C:39](=[O:40])([O-:41])[O-:42].[CH3:1][CH:2]([CH3:3])[O:4][C:5](=[O:6])[c:7]1[c:8]([CH2:28][O:29][CH3:30])[c:9]2[c:10]([nH:11][c:12]3[cH:13][cH:14][cH:15][c:16]([O:18][CH2:19][c:20]4[cH:21][cH:22][cH:23][cH:24][cH:25]4)[c:17]23)[cH:26][n:27]1.[CH3:45][N:46]([CH3:47])[CH:48]=[O:49].[Cs+:43].[Cs+:44]>>[CH3:1][CH:2]([CH3:3])[O:4][C:5](=[O:6])[c:7]1[c:8]([CH2:28][O:29][CH3:30])[c:9]2[c:10]([n:11]([CH2:32][c:33]3[cH:34][cH:35][cH:36][cH:37][cH:38]3)[c:12]3[cH:13][cH:14][cH:15][c:16]([O:18][CH2:19][c:20]4[cH:21][cH:22][cH:23][cH:24][cH:25]4)[c:17]23)[cH:26][n:27]1. The product is COCc1c(C(=O)OC(C)C)ncc2c1c1c(OCc3ccccc3)cccc1n2Cc1ccccc1. Reactants: BrCc1ccccc1, O=C([O-])[O-], COCc1c(C(=O)OC(C)C)ncc2[nH]c3cccc(OCc4ccccc4)c3c12, CN(C)C=O, [Cs+], [Cs+]. Starting materials: C(C)(=O)OC1=CC2=C(C(C(=CO2)C2=CC=C(C=C2)NC(C)=O)=O)C=C1O (7-Acetyloxy-6-hydroxy-3-(4-acetylaminophenyl)-4H-1-benzopyran-4-one). The solvent is Cl (hydrochloric acid), C(C)O (ethanol). Run at time 12 hour. The product is OC=1C(=CC2=C(C(C(=CO2)C2=CC=C(C=C2)NC(C)=O)=O)C1)O (6,7-dihydroxy-3-(4-acetylaminophenyl)-4H-1-benzopyran-4-one). Reaction SMILES: C([O:4][C:5]1[C:25]([OH:26])=[CH:24][C:8]2[C:9](=[O:23])[C:10]([C:13]3[CH:18]=[CH:17][C:16]([NH:19][C:20](=[O:22])[CH3:21])=[CH:15][CH:14]=3)=[CH:11][O:12][C:7]=2[CH:6]=1)(=O)C>Cl.C(O)C>[OH:26][C:25]1[C:5]([OH:4])=[CH:6][C:7]2[O:12][CH:11]=[C:10]([C:13]3[CH:18]=[CH:17][C:16]([NH:19][C:20](=[O:22])[CH3:21])=[CH:15][CH:14]=3)[C:9](=[O:23])[C:8]=2[CH:24]=1. Procedure details: 7-Acetyloxy-6-hydroxy-3-(4-acetylaminophenyl)-4H-1-benzopyran-4-one [see Example 65a] (20 mg) is dissolved in a mixture of 1N aqueous hydrochloric acid and ethanol 1:1 (10 ml) and stirred during 12 h at room temperature. The solution is then extracted with dichloromethane, the dichloromethane layer is washed with water and evaporated to dryness under vacuum to give 6,7-dihydroxy-3-(4-acetylaminophenyl)-4H-1-benzopyran-4-one, m.p.>310° (dec.). Starting materials: FC1=C(CCl)C=CC=C1 (2-fluorobenzyl chloride), C([O-])([O-])=O.[Cs+].[Cs+] (cesium carbonate), C(C)OC(=O)C1=C(C2=NC(=CC=C2N1)C)C=1C(=NC=CC1)OC (3-(2-Methoxy-pyridin-3-yl)-5-methyl-1H-pyrrolo[3,2-b]pyridine-2-carboxylic acid ethyl ester). Solvent: C(C)(=O)OCC (ethyl acetate), O (water), CN(C)C=O (DMF). Yields the product C(C)OC(=O)C1=C(C2=NC(=CC=C2N1CC1=C(C=CC=C1)F)C)C=1C(=NC=CC1)OC (1-(2-Fluoro-benzyl)-3-(2-methoxy-pyridin-3-yl)-5-methyl-1H-pyrrolo[3,2-b]pyridine-2-carboxylic acid ethyl ester). Yield: 96.9%. As a reaction SMILES: [CH2:1]([O:3][C:4]([C:6]1[NH:14][C:13]2[C:8](=[N:9][C:10]([CH3:15])=[CH:11][CH:12]=2)[C:7]=1[C:16]1[C:17]([O:22][CH3:23])=[N:18][CH:19]=[CH:20][CH:21]=1)=[O:5])[CH3:2].[F:24][C:25]1[CH:32]=[CH:31][CH:30]=[CH:29][C:26]=1[CH2:27]Cl.C(=O)([O-])[O-].[Cs+].[Cs+]>CN(C=O)C.C(OCC)(=O)C.O>[CH2:1]([O:3][C:4]([C:6]1[N:14]([CH2:27][C:26]2[CH:29]=[CH:30][CH:31]=[CH:32][C:25]=2[F:24])[C:13]2[C:8](=[N:9][C:10]([CH3:15])=[CH:11][CH:12]=2)[C:7]=1[C:16]1[C:17]([O:22][CH3:23])=[N:18][CH:19]=[CH:20][CH:21]=1)=[O:5])[CH3:2] |f:2.3.4|. Procedure: 3-(2-Methoxy-pyridin-3-yl)-5-methyl-1H-pyrrolo[3,2-b]pyridine-2-carboxylic acid ethyl ester B3 (0.2 g, 0.64 mmol) was diluted with DMF (4 mL). To the resulting solution was added 2-fluorobenzyl chloride (0.14 g, 0.96 mmol) and cesium carbonate (0.312 g, 0.96 mmol) and the resulting suspension was allowed to stir at room temperature. After 24 hours the reaction mixture was then diluted with ethyl acetate (50 mL) and water (20 mL) and the layers were separated. The organic layer was sequentially w...